describe an organic reaction: reactants, conditions, products, and yield From a dataset of the Open Reaction Database (ORD), a public repository of structured organic reaction records. Reported procedure: The title compound was prepared by reacting 2-bromonaphthalene (0.31 g, 1.50 mmol) with 3-fluoro-4-methoxyphenylboronic acid (0.31 g, 1.80 mmol) according to method A to yield 0.30 g (79%) of a white solid: mp 108-110° C.; 1H NMR (CDCl3): δ (3.96, 3H, s), 7.04-7.10 (1H, m), 7.43-7.52 (4H, m), 7.68 (1H, dd, J=1.81 Hz, J=8.57 Hz), 7.84-7.92 (3H, m), 7.97 (1H, d, J=1.05 Hz). Isolated yield 79.0%. The reactants are BrC1=CC2=CC=CC=C2C=C1 (2-bromonaphthalene), FC=1C=C(C=CC1OC)B(O)O (3-fluoro-4-methoxyphenylboronic acid). Product: FC=1C=C(C=CC1OC)C1=CC2=CC=CC=C2C=C1 (2-(3-Fluoro-4-methoxyphenyl)naphthalene), white solid. As a reaction SMILES: Br[C:2]1[CH:11]=[CH:10][C:9]2[C:4](=[CH:5][CH:6]=[CH:7][CH:8]=2)[CH:3]=1.[F:12][C:13]1[CH:14]=[C:15](B(O)O)[CH:16]=[CH:17][C:18]=1[O:19][CH3:20]>>[F:12][C:13]1[CH:14]=[C:15]([C:2]2[CH:11]=[CH:10][C:9]3[C:4](=[CH:5][CH:6]=[CH:7][CH:8]=3)[CH:3]=2)[CH:16]=[CH:17][C:18]=1[O:19][CH3:20]. Reactants: C(C)(C)(C)OC(=O)N1C(OC[C@@H]1CC1(CC1)CCOCC1=CC=CC=C1)(C)C (3-tert-butoxycarbonyl-2,2-dimethyl-4(S)-[1-(2-benzyloxyethyl)cyclopropylmethyl]1,3-oxazolidine), O.C1(=CC=C(C=C1)S(=O)(=O)O)C (p-toluenesulfonic acid hydrate). The solvent is CO (methanol). Conditions: time 5 hour. The product is C(C)(C)(C)OC(=O)N[C@H](CO)CC1(CC1)CCOCC1=CC=CC=C1 (2(S)-Tert-butoxycarbonylamino-3-[1-(2-benzyloxyethyl)cyclopropyl]-propan-1-ol). Reaction SMILES: [C:1]([O:5][C:6]([N:8]1[C@@H:12]([CH2:13][C:14]2([CH2:17][CH2:18][O:19][CH2:20][C:21]3[CH:26]=[CH:25][CH:24]=[CH:23][CH:22]=3)[CH2:16][CH2:15]2)[CH2:11][O:10]C1(C)C)=[O:7])([CH3:4])([CH3:3])[CH3:2].O.C1(C)C=CC(S(O)(=O)=O)=CC=1>CO>[C:1]([O:5][C:6]([NH:8][C@@H:12]([CH2:13][C:14]1([CH2:17][CH2:18][O:19][CH2:20][C:21]2[CH:22]=[CH:23][CH:24]=[CH:25][CH:26]=2)[CH2:15][CH2:16]1)[CH2:11][OH:10])=[O:7])([CH3:4])([CH3:2])[CH3:3] |f:1.2|. Procedure details: A mixture of 23.9 g of 3-tert-butoxycarbonyl-2,2-dimethyl-4(S)-[1-(2-benzyloxyethyl)cyclopropylmethyl]1,3-oxazolidine, 0.67 g of p-toluenesulfonic acid hydrate and 100 ml of methanol is stirred at room temperature for 5 h. After the reaction mixture has been concentrated, diethyl ether is added. The organic phase is washed with saturated sodium bicarbonate solution and saturated sodium chloride solution and added over sodium sulfate. The crude product is purified by means of FC over 900 g of sil... Starting materials: NC=1C(N(C(N(C1C)C1=CC(=CC=C1)C(F)(F)F)=O)CCC)=O (5-amino-6-methyl-3-propyl-1-(3-trifluoromethylphenyl)pyrimidin-2,4(1H,3H)-dione), C(C)(=O)O (acetic acid), C(#N)C1=CC=C(C(=O)NN)C=C1 (4-cyanobenzohydrazide), COC(N(C)C)OC (dimethylformamide dimethylacetal). Run in CN(C=O)C (N,N-dimethy formamide), O (water). Reaction conditions: time 8 hour. Yields the product CC1=C(C(N(C(N1C1=CC(=CC=C1)C(F)(F)F)=O)CCC)=O)N1C(=NN=C1)C1=CC=C(C#N)C=C1 (4-[4-[6-methyl-2,4-dioxo-3-propyl-1-(3-trifluoromethylphenyl)-1,2,3,4-tetrahydropyrimidin-5-yl]-4H-1,2,4-triazol-3-yl]benzonitrile). As a reaction SMILES: [C:1]([C:3]1[CH:12]=[CH:11][C:6]([C:7]([NH:9][NH2:10])=O)=[CH:5][CH:4]=1)#[N:2].[CH3:13]OC(OC)N(C)C.[NH2:21][C:22]1[C:23](=[O:43])[N:24]([CH2:40][CH2:41][CH3:42])[C:25](=[O:39])[N:26]([C:29]2[CH:34]=[CH:33][CH:32]=[C:31]([C:35]([F:38])([F:37])[F:36])[CH:30]=2)[C:27]=1[CH3:28].C(O)(=O)C>CN(C)C=O.O>[CH3:28][C:27]1[N:26]([C:29]2[CH:34]=[CH:33][CH:32]=[C:31]([C:35]([F:37])([F:36])[F:38])[CH:30]=2)[C:25](=[O:39])[N:24]([CH2:40][CH2:41][CH3:42])[C:23](=[O:43])[C:22]=1[N:21]1[CH:13]=[N:10][N:9]=[C:7]1[C:6]1[CH:11]=[CH:12][C:3]([C:1]#[N:2])=[CH:4][CH:5]=1. Reported procedure: A solution of 4-cyanobenzohydrazide (46.0 mg) and dimethylformamide dimethylacetal (110 μl) in N,N-dimethy formamide (2.0 ml) was stirred at 50° C. for thirty minutes and then cooled to room temperature, and thereto were added 5-amino-6-methyl-3-propyl-1-(3-trifluoromethylphenyl)pyrimidin-2,4(1H,3H)-dione (prepared in Reference Example 193) (20.0 mg) and acetic acid (0.5 ml) and the resulting mixture was stirred at 130° C. for eight hours. To the reaction mixture was added water (10 ml) and the ... Reactants: intermediate K, C(=O)(O)C=1C=CC(=C(C1)B(O)O)OC (5-carboxy-2-methoxyphenyl boronic acid), N1CCOCC1 (morpholine). Product: N1(CCOCC1)C(=O)C=1C=CC(=C(C1)B(O)O)OC (5-Morpholine-carbonyl-2-methoxy-phenyl boronic acid). RXN SMILES: [C:1]([C:4]1[CH:5]=[CH:6][C:7]([O:13][CH3:14])=[C:8]([B:10]([OH:12])[OH:11])[CH:9]=1)([OH:3])=O.[NH:15]1[CH2:20][CH2:19][O:18][CH2:17][CH2:16]1>>[N:15]1([C:1]([C:4]2[CH:5]=[CH:6][C:7]([O:13][CH3:14])=[C:8]([B:10]([OH:12])[OH:11])[CH:9]=2)=[O:3])[CH2:20][CH2:19][O:18][CH2:17][CH2:16]1. Reported procedure: The title compound was prepared in analogy to the procedure described for intermediate K using 5-carboxy-2-methoxyphenyl boronic acid and morpholine; ESI-MS: 266.5 [M+H]+ (LC-MS 2); 1H-NMR (DMSO-d6, 400 MHz) δ 7.84 (s, 1H), 7.57 (d, 1H), 7.46 (d, 1H), 7.03 (d, 1H), 3.83 (s, 3H), 3.62-3.60 (m, 4H), 3.49-3.42 (m, 4H). The reactants are C[S-].[Na+] (sodium methanethiolate), CSC(C#N)(C)C1=CC(=CC=C1)C(C1=CC=CC=C1)=O (alpha-(methylthio)-alpha-(m-benzoylphenyl)propionitrile), [Cl-].[NH4+] (ammonium chloride). The solvent is CO (methanol), CO (methanol). Conditions: time 1.5 hour. Product: C(C1=CC=CC=C1)(=O)C=1C=C(C=CC1)C(C#N)C (alpha-(m-benzoylphenyl)propionitrile). Isolated yield 82.9%. Reaction SMILES: CS[C:3]([C:7]1[CH:12]=[CH:11][CH:10]=[C:9]([C:13](=[O:20])[C:14]2[CH:19]=[CH:18][CH:17]=[CH:16][CH:15]=2)[CH:8]=1)([CH3:6])[C:4]#[N:5].C[S-].[Na+].[Cl-].[NH4+]>CO>[C:13]([C:9]1[CH:8]=[C:7]([CH:3]([CH3:6])[C:4]#[N:5])[CH:12]=[CH:11][CH:10]=1)(=[O:20])[C:14]1[CH:15]=[CH:16][CH:17]=[CH:18][CH:19]=1 |f:1.2,3.4|. Reported procedure: 241 mg of alpha-(methylthio)-alpha-(m-benzoylphenyl)propionitrile was dissolved in 1 ml of methanol, and 0.60 ml of a 2.3 M methanol solution of sodium methanethiolate was added dropwise. The mixture was stirred at room temperature for 1.5 hours. An aqueous solution of ammonium chloride (2 g/10 ml) was added, and the mixture was extracted with 10 ml of ether three times. The extract was washed with 20 ml of water three times, dried over anhydrous magnesium sulfate, and concentrated under reduced... Starting materials: NC1=C(C=NN1\C=C\OCC)C (5-amino-4-methyl-1-[(E)-2-ethoxyvinyl]pyrazole), Cl (hydrochloric acid), C(C)(=O)OCC (ethyl acetate). The solvent is O1CCCC1 (tetrahydrofuran). The product is CC1=C2N(N=C1)C=CN2 (7-methyl-1H-imidazo[1,2-b]pyrazole). The yield is 90.1%. RXN SMILES: [NH2:1][C:2]1[N:6](/[CH:7]=[CH:8]/OCC)[N:5]=[CH:4][C:3]=1[CH3:12].Cl.C(OCC)(=O)C>O1CCCC1>[CH3:12][C:3]1[CH:4]=[N:5][N:6]2[CH:7]=[CH:8][NH:1][C:2]=12. Procedure: To a solution of 5-amino-4-methyl-1-[(E)-2-ethoxyvinyl]pyrazole (10.6 g) in tetrahydrofuran (212 ml) was added 4N hydrochloric acid, and the mixture was refluxed for 3 hours. The reaction mixture was adjusted to pH 8 under ice-cooling, thereto was added ethyl acetate (100 ml). The separated organic layer was dried over magnesium sulfate and evaporated in vacuo to give 7-methyl-1H-imidazo[1,2-b]pyrazole (6.92 g) as crystals.